Dataset: the Open Reaction Database (ORD), a public repository of structured organic reaction records. Task: describe an organic reaction: reactants, conditions, products, and yield Starting materials: C(O)CN (Ethanolamine), C(C(=O)C)(=O)OCC (ethyl pyruvate). Reaction conditions: temperature 120 celsius, time 3 hour. The product is OCCNC(C(C)=O)=O (N-(2-hydroxyethyl)-2-oxopropanamide). Isolated yield 11.6%. RXN SMILES: [CH2:1]([CH2:3][NH2:4])[OH:2].[C:5](OCC)(=[O:9])[C:6]([CH3:8])=[O:7]>>[OH:2][CH2:1][CH2:3][NH:4][C:5](=[O:9])[C:6](=[O:7])[CH3:8]. Procedure details: Ethanolamine (16 g, 66 mmol) was added dropwise to stirred ethyl pyruvate (8 g, 69 mmol) at temperature between 22 and 48° C. Then the mixture was heated to 120° C. and stirred at this temperature for 3 hours. During the reaction, the formed ethanol and water were removed by distillation. The reaction mixture was cooled to room temperature and poured into 40 ml of water. The mixture was acidified to pH<1 and stirred for 30 minutes at room temperature. The solution was saturated with sodium chlor... Reactants: Clc1ccccc1, O=C(Cl)c1ccccc1F, Nc1ccc(C2=NNC(=O)CC2)cc1[N+](=O)[O-]. Yields the product O=C1CCC(c2ccc(NC(=O)c3ccccc3F)c([N+](=O)[O-])c2)=NN1. RXN SMILES: [Cl:28][c:29]1[cH:30][cH:31][cH:32][cH:33][cH:34]1.[F:18][c:19]1[c:20]([C:21](=[O:22])[Cl:23])[cH:24][cH:25][cH:26][cH:27]1.[NH2:1][c:2]1[c:3]([N+:15](=[O:16])[O-:17])[cH:4][c:5]([C:8]2=[N:13][NH:12][C:11](=[O:14])[CH2:10][CH2:9]2)[cH:6][cH:7]1>>[NH:1]([c:2]1[c:3]([N+:15](=[O:16])[O-:17])[cH:4][c:5]([C:8]2=[N:13][NH:12][C:11](=[O:14])[CH2:10][CH2:9]2)[cH:6][cH:7]1)[C:21]([c:20]1[c:19]([F:18])[cH:27][cH:26][cH:25][cH:24]1)=[O:22]. Starting materials: starting material, [OH-].[Na+] (sodium hydroxide), CO (methanol), N([C@@H](CCCCNC(=O)OC(C)(C)C)C(=O)N[C@@H](CC1=CNC=N1)C(=O)N[C@H](CC1=CNC2=CC=CC=C12)C(=O)N[C@@H](C)C(=O)OC)C(=O)OC(C)(C)C (Boc-Lys(Boc)-His-D-Trp-Ala-OMe). Run in O (water). Run at time 8 hour. Yields the product N([C@@H](CCCCNC(=O)OC(C)(C)C)C(=O)N[C@@H](CC1=CNC=N1)C(=O)N[C@H](CC1=CNC2=CC=CC=C12)C(=O)N[C@@H](C)C(=O)O)C(=O)OC(C)(C)C (Boc-Lys(Boc)-His-D-Trp-Ala-OH). As a reaction SMILES: [OH-].[Na+].CO.[NH:5]([C:52]([O:54][C:55]([CH3:58])([CH3:57])[CH3:56])=[O:53])[C@H:6]([C:19]([NH:21][C@H:22]([C:29]([NH:31][C@@H:32]([C:43]([NH:45][C@H:46]([C:48]([O:50]C)=[O:49])[CH3:47])=[O:44])[CH2:33][C:34]1[C:42]2[C:37](=[CH:38][CH:39]=[CH:40][CH:41]=2)[NH:36][CH:35]=1)=[O:30])[CH2:23][C:24]1[N:28]=[CH:27][NH:26][CH:25]=1)=[O:20])[CH2:7][CH2:8][CH2:9][CH2:10][NH:11][C:12]([O:14][C:15]([CH3:18])([CH3:17])[CH3:16])=[O:13]>O>[NH:5]([C:52]([O:54][C:55]([CH3:56])([CH3:58])[CH3:57])=[O:53])[C@H:6]([C:19]([NH:21][C@H:22]([C:29]([NH:31][C@@H:32]([C:43]([NH:45][C@H:46]([C:48]([OH:50])=[O:49])[CH3:47])=[O:44])[CH2:33][C:34]1[C:42]2[C:37](=[CH:38][CH:39]=[CH:40][CH:41]=2)[NH:36][CH:35]=1)=[O:30])[CH2:23][C:24]1[N:28]=[CH:27][NH:26][CH:25]=1)=[O:20])[CH2:7][CH2:8][CH2:9][CH2:10][NH:11][C:12]([O:14][C:15]([CH3:18])([CH3:16])[CH3:17])=[O:13] |f:0.1|. Procedure details: A 2N aqueous sodium hydroxide solution (7.5 mL, 15 mmol) was added to a methanol (500 mL) and water solution (200 mL) containing Boc-Lys(Boc)-His-D-Trp-Ala-OMe (10.35 g, 13.7 mmol). After the reaction was allowed to stir overnight at room temperature, HPLC analysis indicated that less than 3% of the starting material remained. The resulting solution was concentrated in vacuo to a volume of approximately 200 mL. Water (100 mL) was added and the pH was adjusted to approximately 12 by addition of 2... Starting materials: C(CC(=O)OCC)(=O)OCC (diethyl malonate), C1(=C(C=CC=C1)C=CC(C)=O)C (4-o-tolyl-3-buten-2-one). The solvent is [O-]CC.[Na+] (sodium ethoxide). The product is II, O=C1C(C(CC(C1)=O)C1=C(C=CC=C1)C)C(=O)OCC (ethyl 2,4-dioxo-6-o-tolylcyclohexanecarboxylate). As a reaction SMILES: [C:1]([O:9][CH2:10][CH3:11])(=[O:8])[CH2:2][C:3]([O:5]CC)=O.[C:12]1([CH3:23])[CH:17]=[CH:16][CH:15]=[CH:14][C:13]=1[CH:18]=[CH:19][C:20](=[O:22])[CH3:21]>[O-]CC.[Na+]>[O:5]=[C:3]1[CH2:21][C:20](=[O:22])[CH2:19][CH:18]([C:13]2[CH:14]=[CH:15][CH:16]=[CH:17][C:12]=2[CH3:23])[CH:2]1[C:1]([O:9][CH2:10][CH3:11])=[O:8] |f:2.3|. Procedure: To a solution of sodium ethoxide (from 1.9 g.sodium and dry ethanol, 30 ml.) was added dropwise diethyl malonate (13 g.). After the addition the mixture was heated under reflux for 1 minute, cooled and then treated with 4-o-tolyl-3-buten-2-one. (13 g.). After heating under reflux for 17 hrs. the mixture was cooled and the precipitated sodium enolate salt (formula III) was collected by filtration, washed with acetone and then dissolved in cold water. The solution was acidified with 2N-H2SO4 and e... The reactants are NC=1SC(=C(N1)C(=O)OC)C (methyl 2-amino-5-methyl-1,3-thiazole-4-carboxylate), ClC1=C(C=C(S1)S(=O)(=O)Cl)C1=C(C=CC(=C1)F)F (5-chloro-4-(2,5-difluorophenyl)thiophene-2-sulfonyl chloride), ClC1=C(C=C(S1)S(=O)(=O)Cl)C1=C(C=CC(=C1)F)F (5-chloro-4-(2,5-difluorophenyl)thiophene-2-sulfonyl chloride). The product is ClC1=C(C=C(S1)S(=O)(=O)NC=1SC(=C(N1)C(=O)O)C)C1=C(C=CC(=C1)F)F (2-({[5-Chloro-4-(2,5-difluorophenyl)thiophen-2-yl]sulfonyl}amino)-5-methyl-1,3-thiazole-4-carboxylic acid). Yield: 21.0%. RXN SMILES: [NH2:1][C:2]1[S:3][C:4]([CH3:11])=[C:5]([C:7]([O:9]C)=[O:8])[N:6]=1.[Cl:12][C:13]1[S:17][C:16]([S:18](Cl)(=[O:20])=[O:19])=[CH:15][C:14]=1[C:22]1[CH:27]=[C:26]([F:28])[CH:25]=[CH:24][C:23]=1[F:29]>>[Cl:12][C:13]1[S:17][C:16]([S:18]([NH:1][C:2]2[S:3][C:4]([CH3:11])=[C:5]([C:7]([OH:9])=[O:8])[N:6]=2)(=[O:20])=[O:19])=[CH:15][C:14]=1[C:22]1[CH:27]=[C:26]([F:28])[CH:25]=[CH:24][C:23]=1[F:29]. Procedure: The product was prepared from methyl 2-amino-5-methyl-1,3-thiazole-4-carboxylate (25 mg, 0.15 mmol), and 5-chloro-4-(2,5-difluorophenyl)thiophene-2-sulfonyl chloride (Intermediate 20) (48 mg, 0.15 mmol) according to the General Procedure 11, described in Example 131. The crude product was purified using reversed phase chromatography (ACE C8, 5 μm, 21×50 mm, flow 25 ml/min, gradient: H20.1% TFA in water/MeCN over 6 minutes). The title compound was obtained in 21% yield (14.1 mg). 1H NMR (400 MHz,... Starting materials: 3,6-bis(diethylamino)fluoran-γ-(4′-nitro) anilinolactam, 3-diethylamino-7-chloroanilinofluoran, 3-(N,N-diethylamino)-7-(N,N-dibenzylamino)fluoran, 2-(phenyliminoethanezyliden)-3,3-trimethylindoline, 3-[2,2-bis(1-ethyl-2-methylindoyl-3)vinyl]-3-(4-diethylaminophenyl)-phthalide, 1,3-dimethyl-6-diethylaminofluoran, 3,3-bis(1-n-butyl-2-methyl-indoyl-3)phthalate, C(C)N(C1=CC(=C(C=C1)C1(OC(=O)C2=CC=CN=C12)C1=C(C=C(C=C1)N(CC)CC)OCC)OCC)CC (3,3-bis(4-diethylamino-2-ethoxyphenyl)-4-azaphthalide), 3,3-bis(1-ethyl-2-methyl-indoyl-3)phthalate, CCN(CC)C1=CC2=C(C=C1)C3(C4=CC=CC=C4C(=O)O3)C5=C(O2)C=CC(=C5)Cl (3-diethylamino-7-chlorofluoran), rhodamine B lactam, crystal violet lactone, lactone, 3-cyclohexylamino-6-chlorofluoran, 3-diethylamino-7-dibenzoylaminofluoran, 3-diethylamino-7,8-benzo[a]fluoran, 3,6,5′-tri(diethylamino)fluorene-9-spiro-1′-(3′-isobenzofuran), 3-diethylamino-benzo[a]fluoran, 2-bromine 3-methyl-6-dibutylaminofluoran, 2,N,N-dibenzylamino-6-diethylaminofluoran, CCN(CC)C1=CC2=C(C=C1)C3(C4=CC=CC=C4C(=O)O3)C5=CC(=C(C=C5O2)C)Cl (3-diethylamino-6-methyl-7-chlorofluoran), C(CCCCCCCCCCC)OC1=C(C=C(C=C1)C=CC1=NC2=CC=CC=C2C=C1)OC (2-{2-[4-(dodecyloxy)-3-methoxyphenyl]-ethenyl}quinoline), 6-diethylamino-benzo[a]fluoran, 9-diethylamino-benzo[a]fluoran. The product is C(C)N(C1=CC=C(C=C1)C1(OC(=O)C2=CC(=CC=C12)N(CC)CC)C1=CC=C(C=C1)N(CC)CC)CC (3,3-bis(4-diethylaminophenyl)-6-diethylaminophthalide), 6-diethylamino-3-methyl-2-(2,6-kylindeno)-fluoran. As a reaction SMILES: [CH3:1][CH2:2][N:3]([C:6]1[CH:11]=[CH:10][C:9]2[C:12]3([C:22]4[CH:28]=[C:27](Cl)[CH:26]=[CH:25][C:23]=4O[C:8]=2[CH:7]=1)[O:21][C:19](=[O:20])[C:18]1[C:13]3=[CH:14][CH:15]=[CH:16][CH:17]=1)[CH2:4][CH3:5].CC[N:32]([C:35]1[CH:40]=CC2C3(C4C(OC=2C=1)=CC(C)=C(Cl)C=4)OC(=O)C1C3=CC=CC=1)[CH2:33][CH3:34].C(OC1C=CC(C=[CH:80][C:81]2C=CC3[C:83](=[CH:84]C=CC=3)[N:82]=2)=CC=1OC)CCCCCCCCCCC.C(N(CC)C1C=CC(C2(C3C=CC(N(CC)CC)=CC=3OCC)C3C(=CC=CN=3)C(=O)O2)=C(OCC)C=1)C>>[CH2:35]([N:32]([CH2:33][CH3:34])[C:26]1[CH:25]=[CH:23][C:22]([C:12]2([C:9]3[CH:10]=[CH:11][C:6]([N:3]([CH2:2][CH3:1])[CH2:4][CH3:5])=[CH:7][CH:8]=3)[C:13]3[C:18](=[CH:17][C:16]([N:82]([CH2:83][CH3:84])[CH2:81][CH3:80])=[CH:15][CH:14]=3)[C:19](=[O:20])[O:21]2)=[CH:28][CH:27]=1)[CH3:40]. Reported procedure: The color-developing agent may contain at least one of rhodamine B lactam, 6-diethylamino-benzo[a]fluoran, 3-diethylamino-benzo[a]fluoran, 3-diethylamino-7,8-benzo[a]fluoran, 9-diethylamino-benzo[a]fluoran, 3-diethylamino-7-chlorofluoran, 3,3-bis(1-n-butyl-2-methyl-indoyl-3)phthalate, 3,3-bis(1-ethyl-2-methyl-indoyl-3)phthalate, 3,6-bis(diethylamino)fluoran-γ-(4′-nitro) anilinolactam, 3-diethylamino-6-methyl-7-chlorofluoran, 2-bromine-3-methyl-6-dibutylaminofluoran, 1,3-dimethyl-6-diethylaminofl...